Dataset: the Open Reaction Database (ORD), a public repository of structured organic reaction records. Task: describe an organic reaction: reactants, conditions, products, and yield Reactants: COc1cc(C=O)ccc1-n1cnc(C)c1, CCOP(=O)(OCC)C1CCC2CCC(c3cccc(Cl)c3)N2C1=O, [Li+], C1CCOC1, [OH-], O. The product is COc1cc(C=C2CCC3CCC(c4cccc(Cl)c4)N3C2=O)ccc1-n1cnc(C)c1. As a reaction SMILES: [CH3:3][O:4][c:5]1[cH:6][c:7]([CH:8]=[O:9])[cH:10][cH:11][c:12]1-[n:13]1[cH:14][n:15][c:16]([CH3:18])[cH:17]1.[Cl:19][c:20]1[cH:21][c:22]([CH:26]2[CH2:27][CH2:28][CH:29]3[CH2:30][CH2:31][CH:32]([P:36](=[O:37])([O:38][CH2:39][CH3:40])[O:41][CH2:42][CH3:43])[C:33](=[O:35])[N:34]23)[cH:23][cH:24][cH:25]1.[Li+:1].[O:45]1[CH2:46][CH2:47][CH2:48][CH2:49]1.[OH-:2].[OH2:44]>>[CH3:3][O:4][c:5]1[cH:6][c:7]([CH:8]=[C:32]2[CH2:31][CH2:30][CH:29]3[CH2:28][CH2:27][CH:26]([c:22]4[cH:21][c:20]([Cl:19])[cH:25][cH:24][cH:23]4)[N:34]3[C:33]2=[O:35])[cH:10][cH:11][c:12]1-[n:13]1[cH:14][n:15][c:16]([CH3:18])[cH:17]1. The reactants are O=C(c1ccccc1)c1cc(Cl)ccc1NC(=O)n1ccnc1, C1CCOC1, NCC(F)(F)F. Product: O=C1Nc2ccc(Cl)cc2C(O)(c2ccccc2)N1CC(F)(F)F. As a reaction SMILES: [C:1]([c:2]1[cH:3][cH:4][cH:5][cH:6][cH:7]1)(=[O:8])[c:9]1[c:10]([NH:16][C:17](=[O:18])[n:19]2[cH:20][cH:21][n:22][cH:23]2)[cH:11][cH:12][c:13]([Cl:15])[cH:14]1.[CH2:30]1[O:31][CH2:32][CH2:33][CH2:34]1.[F:24][C:25]([CH2:26][NH2:27])([F:28])[F:29]>>[C:1]1([c:2]2[cH:3][cH:4][cH:5][cH:6][cH:7]2)([OH:8])[c:9]2[c:10]([cH:11][cH:12][c:13]([Cl:15])[cH:14]2)[NH:16][C:17](=[O:18])[N:27]1[CH2:26][C:25]([F:24])([F:28])[F:29]. Reactants: ClC(=O)OC(C)Cl (1-Chloro-ethyl chloroformate), CN(CCOC1=CC=C(C=C1)C=1NC(C2=CC=CC(=C2C1)C)=O)C (3-[4-(2-dimethylamino-ethoxy)-phenyl]-5-methyl-2H-isoquinolin-1-one). The solvent is ClCCCl (1,2-dichloroethane), ClCCCl (1,2-dichloroethane). Run at temperature 0 celsius, time 10 minute. Yields the product CC1=C2C=C(NC(C2=CC=C1)=O)C1=CC=C(C=C1)OCCNC (5-methyl-3-[4-(2-methylamino-ethoxy)-phenyl]-2H-isoquinolin-1-one). Isolated yield 11.9%. As a reaction SMILES: ClC(OC(Cl)C)=O.[CH3:8][N:9](C)[CH2:10][CH2:11][O:12][C:13]1[CH:18]=[CH:17][C:16]([C:19]2[NH:20][C:21](=[O:30])[C:22]3[C:27]([CH:28]=2)=[C:26]([CH3:29])[CH:25]=[CH:24][CH:23]=3)=[CH:15][CH:14]=1>ClCCCl>[CH3:29][C:26]1[CH:25]=[CH:24][CH:23]=[C:22]2[C:27]=1[CH:28]=[C:19]([C:16]1[CH:15]=[CH:14][C:13]([O:12][CH2:11][CH2:10][NH:9][CH3:8])=[CH:18][CH:17]=1)[NH:20][C:21]2=[O:30]. Procedure: 1-Chloro-ethyl chloroformate (97 mg, 0.68 mmol) in 1,2-dichloroethane (0.3 mL) was added to a solution of 3-[4-(2-dimethylamino-ethoxy)-phenyl]-5-methyl-2H-isoquinolin-1-one (35 mg, 0.109 mmol) in 1,2-dichloroethane (0.6 mL) at cooled to 0° C., and stirred for 10 min. The reaction mixture was irradiated using a microwave (300 W, 180° C., 15 min) then concentrated in vacuo and EtOH (0.8 mL) added. The reaction mixture was heated at 80° C. for 15 h, allowed to cool and passed through a SCX-2 cartr... The reactants are Cc1cc(C)cc(C(=O)c2[nH]c(=O)[nH]c(=O)c2C(C)C)c1, Cc1ccc(S(=O)(=O)OCC2CCC2)cc1. The product is Cc1cc(C)cc(C(=O)c2c(C(C)C)c(=O)[nH]c(=O)n2CC2CCC2)c1. Reaction SMILES: [CH:1]([CH3:2])([CH3:3])[c:4]1[c:5](=[O:21])[nH:6][c:7](=[O:20])[nH:8][c:9]1[C:10]([c:11]1[cH:12][c:13]([CH3:18])[cH:14][c:15]([CH3:17])[cH:16]1)=[O:19].[c:22]1([CH3:23])[cH:24][cH:25][c:26]([S:27]([O:28][CH2:32][CH:33]2[CH2:34][CH2:35][CH2:36]2)(=[O:29])=[O:30])[cH:31][cH:37]1>>[CH:1]([CH3:2])([CH3:3])[c:4]1[c:5](=[O:21])[nH:6][c:7](=[O:20])[n:8]([CH2:32][CH:33]2[CH2:34][CH2:35][CH2:36]2)[c:9]1[C:10]([c:11]1[cH:12][c:13]([CH3:18])[cH:14][c:15]([CH3:17])[cH:16]1)=[O:19].